From a dataset of the Open Reaction Database (ORD), a public repository of structured organic reaction records. describe an organic reaction: reactants, conditions, products, and yield Starting materials: C([O-])([O-])=O.[K+].[K+] (potassium carbonate), C(C)(=O)C=1C(=C(C2=C(CCC(O2)(CCC(=O)OCC)CCC(=O)OCC)C1)CCC)O (diethyl 6-acetyl-3,4-dihydro-8-propyl-7-hydroxy-2H-1-benzopyran-2,2-dipropanoate), C1(=CC=CC=2CCCCC12)OCCCBr (3-(5,6,7,8-tetrahydro-1-naphthoxy)-1-bromopropane), C([O-])([O-])=O.[K+].[K+] (potassium carbonate). Run in CN(C=O)C (dimethylformamide). Reaction conditions: time 6 hour. The product is C(C)(=O)C=1C(=C(C2=C(CCC(O2)(CCC(=O)OCC)CCC(=O)OCC)C1)CCC)OCCCOC1=CC=CC=2CCCCC12 (diethyl 6-acetyl-3,4-dihydro-8-propyl-7-[3-[(5,6,7,8-tetrahydro-1-naphthalenyl)oxy]propoxy]-2H-1-benzopyran-2,2-dipropanoate). RXN SMILES: [C:1]([C:4]1[C:5]([OH:31])=[C:6]([CH2:28][CH2:29][CH3:30])[C:7]2[O:12][C:11]([CH2:20][CH2:21][C:22]([O:24][CH2:25][CH3:26])=[O:23])([CH2:13][CH2:14][C:15]([O:17][CH2:18][CH3:19])=[O:16])[CH2:10][CH2:9][C:8]=2[CH:27]=1)(=[O:3])[CH3:2].[C:32]1([O:42][CH2:43][CH2:44][CH2:45]Br)[C:41]2[CH2:40][CH2:39][CH2:38][CH2:37][C:36]=2[CH:35]=[CH:34][CH:33]=1.C(=O)([O-])[O-].[K+].[K+]>CN(C)C=O>[C:1]([C:4]1[C:5]([O:31][CH2:45][CH2:44][CH2:43][O:42][C:32]2[C:41]3[CH2:40][CH2:39][CH2:38][CH2:37][C:36]=3[CH:35]=[CH:34][CH:33]=2)=[C:6]([CH2:28][CH2:29][CH3:30])[C:7]2[O:12][C:11]([CH2:20][CH2:21][C:22]([O:24][CH2:25][CH3:26])=[O:23])([CH2:13][CH2:14][C:15]([O:17][CH2:18][CH3:19])=[O:16])[CH2:10][CH2:9][C:8]=2[CH:27]=1)(=[O:3])[CH3:2] |f:2.3.4|. Reported procedure: A mixture of 204 mg (0.469 mmol) of the title product of Example 81, 378 mg (1.41 mmol) of the title product of Example 12, and 136 mg (0.985 mmol) of anhydrous potassium carbonate in 4 ml of dimethylformamide was stirred at 80° for six hours. A further 136 mg of potassium carbonate was added, and the mixture was heated for another six hours. The mixture was permitted to cool and was partitioned between ethyl acetate and dilute hydrochloric acid. The aqueous layer was further extracted with two ... Reactants: ClC1=C(C(=C(C(=C1C(=O)Cl)Cl)Cl)C(=O)Cl)Cl (tetrachloroterephthaloyl chloride), C(CO)O (ethylene glycol), O1CCCC1 (tetrahydrofuran), O1CCOCC1 (dioxane). Run in N1=CC=CC=C1 (pyridine). Reaction conditions: time 24 hour. Product: OCCOC(C1=C(C(=C(C(=O)OCCO)C(=C1Cl)Cl)Cl)Cl)=O (Bis(2-hydroxyethyl)Tetrachloroterephthalate). Reaction SMILES: [Cl:1][C:2]1[C:7]([C:8](Cl)=[O:9])=[C:6]([Cl:11])[C:5]([Cl:12])=[C:4]([C:13](Cl)=[O:14])[C:3]=1[Cl:16].O1CCCC1.[O:22]1CC[O:25][CH2:24][CH2:23]1.[CH2:28]([OH:31])[CH2:29][OH:30]>N1C=CC=CC=1>[OH:30][CH2:29][CH2:28][O:31][C:8](=[O:9])[C:7]1[C:2]([Cl:1])=[C:3]([Cl:16])[C:4]([C:13]([O:22][CH2:23][CH2:24][OH:25])=[O:14])=[C:5]([Cl:12])[C:6]=1[Cl:11]. Procedure: A mixture of 34 grams of tetrachloroterephthaloyl chloride in 85 ml. of tetrahydrofuran and 100 ml. of dioxane are charged to a 500 ml. flask. About 75 grams of ethylene glycol is added dropwise to the solution. This is followed by dropwise addition of 20 grams of pyridine over a period of one hour. The reaction mixture is stirred for 24 hours, and then the volume concentrated by distillation up to a temperature of about 120° C.